Task: describe an organic reaction: reactants, conditions, products, and yield. Dataset: the Open Reaction Database (ORD), a public repository of structured organic reaction records Reactants: C1(=CC=CC=C1)C (toluene), [H-].[Na+] (Sodium hydride), C(C1=CC=CC=C1)Br (benzyl bromide), FC1=CC=C(C=C1)C(CCCC(N1CCOCC1)O)=O (1-(4-Fluoro-phenyl)-5-hydroxy-5-morpholin-4-yl-pentan-1-one). Solvent: CCCCCC (hexane), O1CCCC1 (tetrahydrofuran). Reaction conditions: time 6 hour. The product is C(C1=CC=CC=C1)OC(CCCC(=O)N1CCOCC1)C1=CC=C(C=C1)F (5-Benzyloxy-5-(4-fluoro-phenyl)-1-morpholin-4-yl-pentan-1-one). Yield: 84.8%. Reaction SMILES: [H-].[Na+].[F:3][C:4]1[CH:9]=[CH:8][C:7]([C:10](=[O:22])[CH2:11][CH2:12][CH2:13][CH:14]([OH:21])[N:15]2[CH2:20][CH2:19][O:18][CH2:17][CH2:16]2)=[CH:6][CH:5]=1.[CH2:23](Br)[C:24]1[CH:29]=[CH:28][CH:27]=[CH:26][CH:25]=1.C1(C)C=CC=CC=1>O1CCCC1.CCCCCC>[CH2:23]([O:22][CH:10]([C:7]1[CH:8]=[CH:9][C:4]([F:3])=[CH:5][CH:6]=1)[CH2:11][CH2:12][CH2:13][C:14]([N:15]1[CH2:20][CH2:19][O:18][CH2:17][CH2:16]1)=[O:21])[C:24]1[CH:29]=[CH:28][CH:27]=[CH:26][CH:25]=1 |f:0.1|. Procedure details: 1.8 gms of Sodium hydride was taken in 50 ml of tetrahydrofuran at 0° C., to this 5 gms of 1-(4-Fluoro-phenyl)-5-hydroxy-5-morpholin-4-yl-pentan-1-one was added under nitrogen atmosphere and maintained for about 30 minutes. To the reaction mass 3.4 gms of benzyl bromide was added at 20-25° C. and stirred for about 6 hours. Quenched the reaction mass with hydrochloric acid and stirred for about 15 minutes. Separated the layers and extracted the reaction mass with ethyl acetate. Organic layer was ... Starting materials: CC(=O)Nc1cc(I)nc(C(=O)O)c1Cl, CC(=O)Cl, CO, O. Product: Nc1cc(I)nc(C(=O)O)c1Cl. Reaction SMILES: [C:1](=[O:2])([CH3:3])[NH:4][c:5]1[c:6]([Cl:15])[c:7]([C:12](=[O:13])[OH:14])[n:8][c:9]([I:11])[cH:10]1.[CH3:16][C:17](=[O:18])[Cl:19].[CH3:21][OH:22].[OH2:20]>>[NH2:4][c:5]1[c:6]([Cl:15])[c:7]([C:12](=[O:13])[OH:14])[n:8][c:9]([I:11])[cH:10]1. Starting materials: [N+](=O)([O-])CC (Nitroethane), C(CCC)N (n-butylamine), BrC=1C=C(C=O)C=CC1OC (3-bromo-4-methoxybenzaldehyde). Run in C(C)O (ethanol). Conditions: temperature 95 celsius, time 8 hour. Product: BrC=1C=C(C=CC1OC)C=C(C)[N+](=O)[O-] (1-(3-bromo-4-methoxyphenyl)-2-nitropropene), yellow needles. RXN SMILES: [N+:1]([CH2:4][CH3:5])([O-:3])=[O:2].C(N)CCC.[Br:11][C:12]1[CH:13]=[C:14]([CH:17]=[CH:18][C:19]=1[O:20][CH3:21])[CH:15]=O>C(O)C>[Br:11][C:12]1[CH:13]=[C:14]([CH:15]=[C:4]([N+:1]([O-:3])=[O:2])[CH3:5])[CH:17]=[CH:18][C:19]=1[O:20][CH3:21]. Reported procedure: Nitroethane (0.800 mL, 836 mg, 11.1 mmol) and n-butylamine (0.050 mL, 37 mg, 0.51 mmol) were added to a solution of 3-bromo-4-methoxybenzaldehyde (2.00 g, 9.30 mmol) in 2.0 mL of absolute ethanol. The solution was heated in a 95° C. oil bath for 8 h and then stirred overnight at room temperature. The ethanol was evaporated, the residue was stirred with 12 mL of 8% ether in hexane, and the supernatant was decanted. The undissolved material was stirred with 12 mL of 8% ether in hexane, and suffici... Conditions: time 0.5 hour. Solvent: C(Cl)Cl (DCM), C(Cl)Cl (DCM). As a reaction SMILES: [Cl:1][C:2]1[CH:3]=[C:4]([CH:8]=[CH:9][C:10]=1[N+:11]([O-:13])=[O:12])[C:5](Cl)=[O:6].C(N(CC)C(C)C)(C)C.[NH2:23][CH2:24][CH2:25][N:26]1[CH2:31][CH2:30][O:29][CH2:28][CH2:27]1>C(Cl)Cl>[Cl:1][C:2]1[CH:3]=[C:4]([CH:8]=[CH:9][C:10]=1[N+:11]([O-:13])=[O:12])[C:5]([NH:23][CH2:24][CH2:25][N:26]1[CH2:31][CH2:30][O:29][CH2:28][CH2:27]1)=[O:6]. The reactants are NCCN1CCOCC1 (4-(2-aminoethyl)morpholine), ClC=1C=C(C(=O)Cl)C=CC1[N+](=O)[O-] (3-chloro-4-nitro-benzoyl chloride), ClC=1C=C(C(=O)Cl)C=CC1[N+](=O)[O-] (3-chloro-4-nitro-benzoyl chloride), C(C)(C)N(C(C)C)CC (N,N-diisopropylethylamine). Yields the product ClC=1C=C(C(=O)NCCN2CCOCC2)C=CC1[N+](=O)[O-] (3-chloro-N-(2-morpholin-4-ylethyl)-4-nitro-benzamide). Procedure details: 3-chloro-4-nitro-benzoyl chloride (Intermediate 54; 1.1 g, 5.00 mmol) was dissolved in DCM (10 mL) and N,N-diisopropylethylamine (1.05 mL, 6.00 mmol) added. The mixture was cooled in an ice/water bath and 4-(2-aminoethyl)morpholine (Aldrich; 0.66 mL, 5.00 mmol) in DCM (5 mL) added dropwise. The mixture was allowed to warm to room temperature and stirred for 0.5 hr. The reaction mixture was washed with brine, 2N NaOH, dried (MgSO4) and concentrated. Column chromatography of the residue (2% MeoH/D... Starting materials: C(C1=CC=CC=C1)OC=1C=CC(=NC1)CC(CC[C@@H](C(=O)OC(C)(C)C)NC(=O)OC(C)(C)C)(C(=O)OCC1=CC=CC=C1)C(=O)OC(C)(C)C (4-benzyl 1,4-di-tert-butyl (1S)-5-[5-(benzyloxy)pyridin-2-yl]-1-[(tert-butoxycarbonyl)amino]pentane-1,4,4-tricarboxylate). The reagents and catalysts are [Pd] (palladium on carbon), catalyst. Solvent: CO (methanol). Run at time 3 hour. Product: C(C)(C)(C)OC([C@H](CCC(C(=O)O)(CC1=NC=C(C=C1)O)C(=O)OC(C)(C)C)NC(=O)OC(C)(C)C)=O ((5S)-6-tert-Butoxy-2-(tert-butoxycarbonyl)-5-[(tert-butoxycarbonyl)amino]-2-[(5-hydroxypyridin-2-yl)methyl]-6-oxohexanoic acid). Isolated yield 101.4%. As a reaction SMILES: C([O:8][C:9]1[CH:10]=[CH:11][C:12]([CH2:15][C:16]([C:45]([O:47][C:48]([CH3:51])([CH3:50])[CH3:49])=[O:46])([C:35]([O:37]CC2C=CC=CC=2)=[O:36])[CH2:17][CH2:18][C@H:19]([NH:27][C:28]([O:30][C:31]([CH3:34])([CH3:33])[CH3:32])=[O:29])[C:20]([O:22][C:23]([CH3:26])([CH3:25])[CH3:24])=[O:21])=[N:13][CH:14]=1)C1C=CC=CC=1>CO.[Pd]>[C:23]([O:22][C:20](=[O:21])[C@@H:19]([NH:27][C:28]([O:30][C:31]([CH3:34])([CH3:33])[CH3:32])=[O:29])[CH2:18][CH2:17][C:16]([C:45]([O:47][C:48]([CH3:49])([CH3:50])[CH3:51])=[O:46])([CH2:15][C:12]1[CH:11]=[CH:10][C:9]([OH:8])=[CH:14][N:13]=1)[C:35]([OH:37])=[O:36])([CH3:24])([CH3:25])[CH3:26]. Reported procedure: To a solution of 310 mg of 4-benzyl 1,4-di-tert-butyl (1S)-5-[5-(benzyloxy)pyridin-2-yl]-1-[(tert-butoxycarbonyl)amino]pentane-1,4,4-tricarboxylate (0.44 mmol) in methanol (10 mL) was added a 10% palladium on carbon hydrogenation catalyst (15 mg) at room temperature. The suspension was stirred for 3 h at room temperature under an atmosphere of hydrogen. The catalyst was removed by filtration and all volatiles were removed in vacuo. The crude product (234 mg, quantitative yield) was used in the n... Reactants: ClC1=CC=C(OC2CNCCC3=C2C=C(C(=C3)OC)OC)C=C1 (1-(4-Chlorophenoxy)-7,8-dimethoxy-2,3,4,5-tetrahydro-3-benzazepine), C(=O)O (formic acid), C=O (formaldehyde). The solvent is O (water), C([O-])([O-])=O.[Na+].[Na+] (sodium carbonate). Reaction conditions: temperature 75 celsius, time 1 hour. Product: C(\C=C/C(=O)O)(=O)O.ClC1=CC=C(OC2CN(CCC3=C2C=C(C(=C3)OC)OC)C)C=C1 (1-(4-chlorophenoxy)-7,8-dimethoxy-3-methyl-2,3,4,5-tetrahydro-3-benzazepine maleate). Yield: 68.0%. Reaction SMILES: [Cl:1][C:2]1[CH:23]=[CH:22][C:5]([O:6][CH:7]2[C:13]3[CH:14]=[C:15]([O:20][CH3:21])[C:16]([O:18][CH3:19])=[CH:17][C:12]=3[CH2:11][CH2:10][NH:9][CH2:8]2)=[CH:4][CH:3]=1.C=[O:25].[CH:26]([OH:28])=[O:27]>O.C(=O)([O-])[O-].[Na+].[Na+]>[C:16]([OH:18])(=[O:25])/[CH:17]=[CH:12]\[C:26]([OH:28])=[O:27].[Cl:1][C:2]1[CH:23]=[CH:22][C:5]([O:6][CH:7]2[C:13]3[CH:14]=[C:15]([O:20][CH3:21])[C:16]([O:18][CH3:19])=[CH:17][C:12]=3[CH2:11][CH2:10][N:9]([CH3:26])[CH2:8]2)=[CH:4][CH:3]=1 |f:4.5.6,7.8|. Reported procedure: 1-(4-Chlorophenoxy)-7,8-dimethoxy-2,3,4,5-tetrahydro-3-benzazepine (3 g, 6 mmole) was dissolved in 9 ml 95% formic acid and to this was added 8 ml 37% formaldehyde solution. The mixture was stirred at 75° C. for one hour, then was cooled, diluted with water and basified with sodium carbonate. The oil which separated was extracted with ether, washed with water, saturated NaCl, was dried (anhydrous MgSO4), filtered and evaporated to 2.1 g of an oil. This oil was converted to the maleate salt and r... Reactants: COC(=O)c1cc(Cl)cn1N, CO, O=Cc1cccnc1. Product: COC(=O)c1cc(Cl)cn1N=Cc1cccnc1. Reaction SMILES: [CH3:1][O:2][C:3](=[O:4])[c:5]1[n:6]([NH2:11])[cH:7][c:8]([Cl:10])[cH:9]1.[CH3:20][OH:21].[n:12]1[cH:13][c:14]([CH:18]=[O:19])[cH:15][cH:16][cH:17]1>>[CH3:1][O:2][C:3](=[O:4])[c:5]1[n:6]([N:11]=[CH:18][c:14]2[cH:13][n:12][cH:17][cH:16][cH:15]2)[cH:7][c:8]([Cl:10])[cH:9]1.